Task: describe an organic reaction: reactants, conditions, products, and yield. Dataset: the Open Reaction Database (ORD), a public repository of structured organic reaction records Reactants: CCc1nc(-c2ccc(Cl)cc2Cl)c(CC)nc1Br, CCCn1ccnc1N, CC(C)(C)[O-], O=C(C=Cc1ccccc1)C=Cc1ccccc1, O=C(C=Cc1ccccc1)C=Cc1ccccc1, O=C(C=Cc1ccccc1)C=Cc1ccccc1, [Na+], [Na+], O=C([O-])O, C1COCCO1, [Pd], [Pd]. Product: CCCn1ccnc1Nc1nc(CC)c(-c2ccc(Cl)cc2Cl)nc1CC. RXN SMILES: [Br:1][c:2]1[n:3][c:4]([CH2:18][CH3:19])[c:5](-[c:10]2[c:11]([Cl:17])[cH:12][c:13]([Cl:16])[cH:14][cH:15]2)[n:6][c:7]1[CH2:8][CH3:9].[CH2:20]([CH2:21][CH3:22])[n:23]1[c:24]([NH2:28])[n:25][cH:26][cH:27]1.[CH3:29][C:30]([CH3:31])([O-:32])[CH3:33].[CH:48](=[CH:49][C:50]([CH:51]=[CH:52][c:53]1[cH:54][cH:55][cH:56][cH:57][cH:58]1)=[O:59])[c:60]1[cH:61][cH:62][cH:63][cH:64][cH:65]1.[CH:66](=[CH:67][C:68]([CH:69]=[CH:70][c:71]1[cH:72][cH:73][cH:74][cH:75][cH:76]1)=[O:77])[c:78]1[cH:79][cH:80][cH:81][cH:82][cH:83]1.[CH:84](=[CH:85][C:86]([CH:87]=[CH:88][c:89]1[cH:90][cH:91][cH:92][cH:93][cH:94]1)=[O:95])[c:96]1[cH:97][cH:98][cH:99][cH:100][cH:101]1.[Na+:34].[Na+:45].[O-:41][C:42]([OH:43])=[O:44].[O:35]1[CH2:36][CH2:37][O:38][CH2:39][CH2:40]1.[Pd:46].[Pd:47]>>[c:2]1([NH:28][c:24]2[n:23]([CH2:20][CH2:21][CH3:22])[cH:27][cH:26][n:25]2)[n:3][c:4]([CH2:18][CH3:19])[c:5](-[c:10]2[c:11]([Cl:17])[cH:12][c:13]([Cl:16])[cH:14][cH:15]2)[n:6][c:7]1[CH2:8][CH3:9].